Dataset: the Open Reaction Database (ORD), a public repository of structured organic reaction records. Task: describe an organic reaction: reactants, conditions, products, and yield Procedure: Trifluoromethanesulfonic acid 2,2,4-trimethyl-1,2-dihydroquinolin-6-yl ester was coupled with 3-methoxyphenylboronic acid. Bromination and coupling reaction with allyl mercaptan gave 20 mg of the title compound. The reactants are CC1(NC2=CC=C(C=C2C(=C1)C)OS(=O)(=O)C(F)(F)F)C (Trifluoromethanesulfonic acid 2,2,4-trimethyl-1,2-dihydroquinolin-6-yl ester), COC=1C=C(C=CC1)B(O)O (3-methoxyphenylboronic acid), C(C=C)S (allyl mercaptan). Yields the product C(C=C)SCC1=CC(NC2=CC=C(C=C12)C1=CC(=CC=C1)OC)(C)C (4-Allylsulfanylmethyl-6-(3-methoxyphenyl)-2,2-dimethyl-1,2-dihydroquinoline). RXN SMILES: [CH3:1][C:2]1([CH3:21])[CH:11]=[C:10]([CH3:12])[C:9]2[C:4](=[CH:5][CH:6]=[C:7](OS(C(F)(F)F)(=O)=O)[CH:8]=2)[NH:3]1.[CH3:22][O:23][C:24]1[CH:25]=[C:26](B(O)O)[CH:27]=[CH:28][CH:29]=1.[CH2:33]([SH:36])[CH:34]=[CH2:35]>>[CH2:33]([S:36][CH2:12][C:10]1[C:9]2[C:4](=[CH:5][CH:6]=[C:7]([C:28]3[CH:27]=[CH:26][CH:25]=[C:24]([O:23][CH3:22])[CH:29]=3)[CH:8]=2)[NH:3][C:2]([CH3:1])([CH3:21])[CH:11]=1)[CH:34]=[CH2:35]. Starting materials: BrC=1C=C2CN(C(C2=CC1)=O)[C@@H](C(=O)OC)C(C)C ((R)-Methyl 2-(5-bromo-1-oxoisoindolin-2-yl)-3-methylbutanoate), BrC1=CC(=C(C(=O)OC)C=C1)CBr (Methyl 4-bromo-2-(bromomethyl)benzoate), Cl.NC(C(=O)OC)CC(C)C (methyl 2-amino-4-methylpentanoate hydrochloride). The product is BrC=1C=C2CN(C(C2=CC1)=O)[C@H](C(=O)OC)CC(C)C ((S)-Methyl 2-(5-bromo-1-oxoisoindolin-2-yl)-4-methylpentanoate). As a reaction SMILES: BrC1C=C2C(=CC=1)C(=O)N([C@H](C(C)C)C(OC)=O)C2.[Br:20][C:21]1[CH:30]=[CH:29][C:24]([C:25]([O:27]C)=O)=[C:23]([CH2:31]Br)[CH:22]=1.Cl.[NH2:34][CH:35]([CH2:40][CH:41]([CH3:43])[CH3:42])[C:36]([O:38][CH3:39])=[O:37]>>[Br:20][C:21]1[CH:22]=[C:23]2[C:24](=[CH:29][CH:30]=1)[C:25](=[O:27])[N:34]([C@@H:35]([CH2:40][CH:41]([CH3:43])[CH3:42])[C:36]([O:38][CH3:39])=[O:37])[CH2:31]2 |f:2.3|. Reported procedure: The compound of example 386 was prepared analogous to compound of example 359 by reaction of the compound of example 358 and methyl 2-amino-4-methylpentanoate hydrochloride. Reactants: CC=1C=CC=C2C=C(C(=NC12)C1=CC=CC=C1)C=O (8-methyl-2-phenylquinoline-3-carboxaldehyde), C(CCC)[Sn](CCCC)(Cl)Cl (di-n-butyltin dichloride), C1(=CC=CC=C1)[SiH3] (phenylsilane), NC=1C=C2N=CC=NC2=CC1 (6-aminoquinoxaline). Solvent: C1CCOC1 (THF). Reaction conditions: temperature 100 celsius. Yields the product CC=1C=CC=C2C=C(C(=NC12)C1=CC=CC=C1)CNC=1C=C2N=CC=NC2=CC1 (N-[(8-Methyl-2-phenylquinolin-3-yl)methyl]quinoxalin-6-amine). Isolated yield 37.4%. As a reaction SMILES: [CH3:1][C:2]1[CH:3]=[CH:4][CH:5]=[C:6]2[C:11]=1[N:10]=[C:9]([C:12]1[CH:17]=[CH:16][CH:15]=[CH:14][CH:13]=1)[C:8]([CH:18]=O)=[CH:7]2.C([Sn](Cl)(Cl)CCCC)CCC.C1([SiH3])C=CC=CC=1.[NH2:38][C:39]1[CH:40]=[C:41]2[C:46](=[CH:47][CH:48]=1)[N:45]=[CH:44][CH:43]=[N:42]2>C1COCC1>[CH3:1][C:2]1[CH:3]=[CH:4][CH:5]=[C:6]2[C:11]=1[N:10]=[C:9]([C:12]1[CH:17]=[CH:16][CH:15]=[CH:14][CH:13]=1)[C:8]([CH2:18][NH:38][C:39]1[CH:40]=[C:41]3[C:46](=[CH:47][CH:48]=1)[N:45]=[CH:44][CH:43]=[N:42]3)=[CH:7]2. Procedure details: To a solution of 8-methyl-2-phenylquinoline-3-carboxaldehyde (80 mg, 0.32 mmol) in THF (5 mL) was added di-n-butyltin dichloride (10 mg, 0.032 mmol), phenylsilane (70 mg, 0.64 mmol) and 6-aminoquinoxaline (46 mg, 0.32 mmol). The mixture was heated in a microwave at 100° C. for 3 h. Purification by preparative HPLC (Method 2) gave the title compound as an off-white solid (45 mg, 37%). δH (CDCl3) 8.61 (d, J 2.1 Hz, 1H), 8.51 (d, J 1.9 Hz, 1H), 8.24 (s, 1H), 7.84 (d, J 9.0 Hz, 1H), 7.71-7.76 (m, 1H... Starting materials: N-dimethylacetamide, C(C=1C(O)=CC=CC1)(=O)NN (salicyloylhydrazine), C(C=CC1=CC=CC=C1)(=O)Cl (cinnamoyl chloride). Solvent: O (water). Run at temperature 20 celsius, time 9 hour. The product is C(C=CC1=CC=CC=C1)(=O)NNC(C=1C(O)=CC=CC1)=O (N-cinnamoyl-N'-salicyloylhydrazine). Isolated yield 32.3%. Reaction SMILES: [C:1]([NH:10][NH2:11])(=[O:9])[C:2]1[C:3](=[CH:5][CH:6]=[CH:7][CH:8]=1)[OH:4].[C:12](Cl)(=[O:21])[CH:13]=[CH:14][C:15]1[CH:20]=[CH:19][CH:18]=[CH:17][CH:16]=1>O>[C:12]([NH:11][NH:10][C:1](=[O:9])[C:2]1[C:3](=[CH:5][CH:6]=[CH:7][CH:8]=1)[OH:4])(=[O:21])[CH:13]=[CH:14][C:15]1[CH:20]=[CH:19][CH:18]=[CH:17][CH:16]=1. Procedure: To 50 ml of N-dimethylacetamide were added 5.0 g of salicyloylhydrazine and 5.5 g of cinnamoyl chloride, and the mixture was stirred at 20° C for 9 hours. The reaction mixture was then poured into 2 liters of water, and the produced precipitate was collected by filtration and washed with water. The so obtained product was then recrystallized twice from acetic acid and dried under reduced pressure to yield 3 g of N-cinnamoyl-N'-salicyloylhydrazine as white crystals, m.p. 271° C. Analysis: Calcula... Starting materials: O=C(Cl)OCc1ccccc1, OCC1CCCNC1, [Na+], [Na+], O=C([O-])[O-], C1CCOC1. Yields the product O=C(OCc1ccccc1)N1CCCC(CO)C1. As a reaction SMILES: [CH2:15]([c:16]1[cH:17][cH:18][cH:19][cH:20][cH:21]1)[O:22][C:23](=[O:24])[Cl:25].[NH:7]1[CH2:8][CH:9]([CH2:13][OH:14])[CH2:10][CH2:11][CH2:12]1.[Na+:1].[Na+:2].[O-:3][C:4](=[O:5])[O-:6].[O:26]1[CH2:27][CH2:28][CH2:29][CH2:30]1>>[N:7]1([C:23]([O:22][CH2:15][c:16]2[cH:17][cH:18][cH:19][cH:20][cH:21]2)=[O:24])[CH2:8][CH:9]([CH2:13][OH:14])[CH2:10][CH2:11][CH2:12]1.